describe an organic reaction: reactants, conditions, products, and yield From a dataset of the Open Reaction Database (ORD), a public repository of structured organic reaction records. Starting materials: BrCC(=O)C1=C(C(C)=CC(=C1C)C)C (3-bromoacetyl-durene), CN(C=O)C (dimethylformamide), N1C=NC=C1 (imidazole). Solvent: O (water). Conditions: temperature 80 celsius, time 8 hour. The product is N1(C=NC=C1)CC(=O)C1=C(C(C)=CC(=C1C)C)C (3-(N-imidazolyl-acetyl)-durene). Yield: 61.9%. As a reaction SMILES: Br[CH2:2][C:3]([C:5]1[C:11]([CH3:12])=[C:10]([CH3:13])[CH:9]=[C:7]([CH3:8])[C:6]=1[CH3:14])=[O:4].CN(C)C=O.[NH:20]1[CH:24]=[CH:23][N:22]=[CH:21]1>O>[N:20]1([CH2:2][C:3]([C:5]2[C:11]([CH3:12])=[C:10]([CH3:13])[CH:9]=[C:7]([CH3:8])[C:6]=2[CH3:14])=[O:4])[CH:24]=[CH:23][N:22]=[CH:21]1. Reported procedure: A mixture containing 2.55 g of 3-bromoacetyl-durene, prepared as described in Example 4, 3 ml of dimethylformamide and 3.40 g of imidazole, was stirred for 8 hours at 80° C. At the end of the reaction, the mixture was cooled to room temperature and 25 ml of water were added. The precipitate thus obtained was filtered off, dried and crystallized from benzene to give 1.5 g of the title compound. M.P. 176°-8° C., yield 62%. Reactants: O=C([O-])[O-], Brc1cccc2c1ccn2Cc1ccccc1, ClCCl, OB(O)c1ccc(OC(F)(F)F)cc1, [K+], [K+], C1COCCO1, O. The product is FC(F)(F)Oc1ccc(-c2cccc3c2ccn3Cc2ccccc2)cc1. Reaction SMILES: [C:35](=[O:36])([O-:37])[O-:38].[CH2:1]([c:2]1[cH:3][cH:4][cH:5][cH:6][cH:7]1)[n:8]1[cH:9][cH:10][c:11]2[c:12]([Br:17])[cH:13][cH:14][cH:15][c:16]12.[Cl:32][CH2:33][Cl:34].[F:18][C:19]([O:20][c:21]1[cH:22][cH:23][c:24]([B:27]([OH:28])[OH:29])[cH:25][cH:26]1)([F:30])[F:31].[K+:39].[K+:40].[O:41]1[CH2:42][CH2:43][O:44][CH2:45][CH2:46]1.[OH2:47]>>[CH2:1]([c:2]1[cH:3][cH:4][cH:5][cH:6][cH:7]1)[n:8]1[cH:9][cH:10][c:11]2[c:12](-[c:24]3[cH:23][cH:22][c:21]([O:20][C:19]([F:18])([F:30])[F:31])[cH:26][cH:25]3)[cH:13][cH:14][cH:15][c:16]12.